This data is from the Open Reaction Database (ORD), a public repository of structured organic reaction records. The task is: describe an organic reaction: reactants, conditions, products, and yield The reactants are C(#N)C1=C(C=CC=C1)C1=CC=C(C=C1)CN(C(CCCC)=O)CCOC (N-[(2'-cyanobiphenyl-4-yl)methyl]-N-(2methoxyethyl)valeramide), C(CCC)[Sn](CCCC)(CCCC)N=[N+]=[N-] (tri-n-butyltin azide), [OH-].[Na+] (sodium hydroxide). Solvent: C1(=CC=CC=C1)C (toluene), CC=1C=CC=CC1C (o-xylene). Conditions: time 2 hour. The product is COCCN(CC1=CC=C(C=C1)C1=C(C=CC=C1)C1=NN=NN1)C(CCCC)=O (N-(2-Methoxyethyl)-N-pentanoyl-N-[2'-(1H-tetrazol-5-yl)biphenyl-4-ylmethyl]-amine). Reaction SMILES: [C:1]([C:3]1[CH:8]=[CH:7][CH:6]=[CH:5][C:4]=1[C:9]1[CH:14]=[CH:13][C:12]([CH2:15][N:16]([CH2:23][CH2:24][O:25][CH3:26])[C:17](=[O:22])[CH2:18][CH2:19][CH2:20][CH3:21])=[CH:11][CH:10]=1)#[N:2].C([Sn]([N:40]=[N+:41]=[N-:42])(CCCC)CCCC)CCC.[OH-].[Na+]>CC1C=CC=CC=1C.C1(C)C=CC=CC=1>[CH3:26][O:25][CH2:24][CH2:23][N:16]([C:17](=[O:22])[CH2:18][CH2:19][CH2:20][CH3:21])[CH2:15][C:12]1[CH:13]=[CH:14][C:9]([C:4]2[CH:5]=[CH:6][CH:7]=[CH:8][C:3]=2[C:1]2[NH:42][N:41]=[N:40][N:2]=2)=[CH:10][CH:11]=1 |f:2.3|. Procedure details: A solution of 1.6 g (4.5 mmol) of crude N-[(2'-cyanobiphenyl-4-yl)methyl]-N-(2methoxyethyl)valeramide and 1.8 g (5.5 mmol) of tri-n-butyltin azide in 15 ml of o-xylene is heated under reflux for 20-24 hours while passing a gentle stream of nitrogen through. After cooling, the solution is diluted with about 30 ml of toluene, treated with 15 ml of 1N aqueous sodium hydroxide solution and intensively stirred for 2 hours. The aqueous phase is separated off and rendered acidic with 16 ml of 1N aqueou... As a reaction SMILES: [CH3:1][N:2]1[C:6]([S:7][CH2:8][C@@H:9]2[CH2:13][C@H:12]([S:14][C:15]3[C@H:21]([CH3:22])[C@H:20]4[N:17]([C:18](=[O:26])[C@@H:19]4[C@H:23]([OH:25])[CH3:24])[C:16]=3[C:27]([O:29]CC3C=CC([N+]([O-])=O)=CC=3)=[O:28])[CH2:11][N:10]2C(OCC2C=CC([N+]([O-])=O)=CC=2)=O)=[N:5][N:4]=[N:3]1.P([O-])([O-])([O-])=O.[H][H]>[OH-].[OH-].[Pd+2].O1CCCC1>[OH:25][C@@H:23]([C@H:19]1[C:18](=[O:26])[N:17]2[C@@H:20]1[C@@H:21]([CH3:22])[C:15]([S:14][C@@H:12]1[CH2:11][NH:10][C@H:9]([CH2:8][S:7][C:6]3[N:2]([CH3:1])[N:3]=[N:4][N:5]=3)[CH2:13]1)=[C:16]2[C:27]([OH:29])=[O:28])[CH3:24] |f:3.4.5|. Yield: 49.3%. Procedure: A mixture of 4-nitrobenzyl (4R,5S,6S)-3-[(2S,4S)-2-(1-methyl-1H-tetrazol-5-yl)thiomethyl-1-(4-nitrobenzyloxycarbonyl)pyrrolidin-4-yl]thio-4-methyl-6-[(1R)- 1-hydroxyethyl]-7-oxo-1-azabicyclo[3.2.0]hept-2-ene-2-carboxylate (0.80 g), 20% palladium hydroxide on carbon (0.5 g), 0.05M phosphate buffer (pH 6.3, 30 ml) and tetrahydrofuran (30 ml) was stirred for 3 hours under atmospheric pressure of hydrogen at ambient temperature. After the catalyst was filtered off, the filt-rate was concentrated und... Reactants: [H][H] (hydrogen), CN1N=NN=C1SC[C@H]1N(C[C@H](C1)SC1=C(N2C([C@@H]([C@H]2[C@H]1C)[C@@H](C)O)=O)C(=O)OCC1=CC=C(C=C1)[N+](=O)[O-])C(=O)OCC1=CC=C(C=C1)[N+](=O)[O-] (4-nitrobenzyl (4R,5S,6S)-3-[(2S,4S)-2-(1-methyl-1H-tetrazol-5-yl)thiomethyl-1-(4-nitrobenzyloxycarbonyl)pyrrolidin-4-yl]thio-4-methyl-6-[(1R)- 1-hydroxyethyl]-7-oxo-1-azabicyclo[3.2.0]hept-2-ene-2-carboxylate), P(=O)([O-])([O-])[O-] (phosphate). The product is O[C@H](C)[C@@H]1[C@H]2[C@H](C(=C(N2C1=O)C(=O)O)S[C@H]1C[C@H](NC1)CSC1=NN=NN1C)C ((4R,5S,6S)-6-[(1R)-1-hydroxyethyl]-4-methyl-3-[(2S,4S)-2-{(1-methyl-1H-tetrazol-5-yl)thiomethyl}pyrrolidin-4-ylthio]-7-oxo-1 -azabicyclo[3.2.0]hept-2-ene-2-carboxylic acid). Run in O1CCCC1 (tetrahydrofuran). Reagents/catalysts: [OH-].[OH-].[Pd+2] (palladium hydroxide on carbon).